From a dataset of the Open Reaction Database (ORD), a public repository of structured organic reaction records. describe an organic reaction: reactants, conditions, products, and yield Starting materials: NC(C)C(C1=CC=CC=C1)O (α-(1-aminoethyl)benzyl alcohol), N([N+](=O)[O-])C=1NCCN1 (2-(nitramino)-2-imidazoline), C=1(C(=CC=CC1)C)C (xylene). The solvent is CC(=O)C (acetone). Reaction conditions: time 30 minute. Yields the product N1C(=NCC1)NC(C)C(C1=CC=CC=C1)O (α-[1-(2-imidazolin-2-ylamino)-ethyl]benzyl alcohol). RXN SMILES: [NH2:1][CH:2]([CH:4]([OH:11])[C:5]1[CH:10]=[CH:9][CH:8]=[CH:7][CH:6]=1)[CH3:3].N([C:16]1[NH:17][CH2:18][CH2:19][N:20]=1)[N+]([O-])=O.C1(C)C(C)=CC=CC=1>CC(C)=O>[NH:20]1[CH2:19][CH2:18][N:17]=[C:16]1[NH:1][CH:2]([CH:4]([OH:11])[C:5]1[CH:10]=[CH:9][CH:8]=[CH:7][CH:6]=1)[CH3:3]. Procedure details: A mixture of 6.5 parts of α-(1-aminoethyl)benzyl alcohol (also known as morephedrine), 5.2 parts of 2-(nitramino)-2-imidazoline and 8 parts of xylene is stirred for 30 minutes while heating at 160°-170°C. The reaction mixture is cooled and diluted with acetone. The latter is removed in vacuo, yielding α-[1-(2-imidazolin-2-ylamino)-ethyl]benzyl alcohol as an oily residue. The reactants are C(C)(C)OC(=O)N1CCC(CC1)N1N=C(C=2C1=NC=NC2Cl)C (4-(4-chloro-3-methyl-pyrazolo[3,4-d]pyrimidin-1-yl)piperidine-1-carboxylic acid isopropyl ester), C(C)(C)OC(=O)N1CCC(CC1)N1N=C(C=2C1=NC=NC2Cl)C (4-(4-chloro-3-methyl-pyrazolo[3,4-d]pyrimidin-1-yl)piperidine-1-carboxylic acid isopropyl ester), [Cl-].[NH4+] (ammonium chloride), [H-].[Na+] (Sodium hydride), FC1=C(C=C(C(=C1)F)F)O (2,4,5-trifluorophenol). Run in CN(C=O)C (dimethylformamide), CN(C=O)C (dimethylformamide). Conditions: time 15 minute. The product is C(C)(C)OC(=O)N1CCC(CC1)N1N=C(C=2C1=NC=NC2OC2=C(C=C(C(=C2)F)F)F)C (4-[3-methyl-4-(2,4,5-trifluoro-phenoxy)-pyrazolo[3,4-d]pyrimidin-1-yl]-piperidine-1-carboxylic acid isopropyl ester). The yield is 68.6%. As a reaction SMILES: [H-].[Na+].[F:3][C:4]1[CH:9]=[C:8]([F:10])[C:7]([F:11])=[CH:6][C:5]=1[OH:12].[CH:13]([O:16][C:17]([N:19]1[CH2:24][CH2:23][CH:22]([N:25]2[C:29]3=[N:30][CH:31]=[N:32][C:33](Cl)=[C:28]3[C:27]([CH3:35])=[N:26]2)[CH2:21][CH2:20]1)=[O:18])([CH3:15])[CH3:14].[Cl-].[NH4+]>CN(C)C=O>[CH:13]([O:16][C:17]([N:19]1[CH2:24][CH2:23][CH:22]([N:25]2[C:29]3=[N:30][CH:31]=[N:32][C:33]([O:12][C:5]4[CH:6]=[C:7]([F:11])[C:8]([F:10])=[CH:9][C:4]=4[F:3])=[C:28]3[C:27]([CH3:35])=[N:26]2)[CH2:21][CH2:20]1)=[O:18])([CH3:15])[CH3:14] |f:0.1,4.5|. Procedure: Sodium hydride (60% dispersion in mineral oil; 7 mg, 0.18 mmol) was added to a solution of 2,4,5-trifluorophenol (18 mg, 0.12 mmol) in dimethylformamide (1 mL) and the mixture was stirred at room temperature for 15 min. A solution of 4-(4-chloro-3-methyl-pyrazolo[3,4-d]pyrimidin-1-yl)piperidine-1-carboxylic acid isopropyl ester (Intermediate 21; 40 mg, 0.12 mmol) in dimethylformamide (1 mL) was added, and the reaction mixture was heated at 100° C. for 2 h. Saturated aqueous ammonium chloride sol... Starting materials: C(CCC)[Li] (n-butyllithium), N (ammonia), Cl (hydrochloric acid), COC(C=1C(=NC=C(C1)Br)OC)OC (5-bromo-2-methoxy-3-pyridinecarboxaldehyde dimethyl acetal), C1=CC=C(C=C1)S(=O)(=O)N(F)S(=O)(=O)C2=CC=CC=C2 (N-fluorobenzenesulfonimide), C([O-])([O-])=O.[K+].[K+] (potassium carbonate), Cl (hydrochloric acid). Run in [Cl-].[Na+].O (brine), O1CCCC1 (tetrahydrofuran), O1CCCC1 (tetrahydrofuran), CC(=O)C (acetone), O1CCCC1 (tetrahydrofuran). Reaction conditions: time 25 minute. Yields the product FC=1C=C(C(=NC1)OC)C=O (5-Fluoro-2-methoxy-3-pyridinecarboxaldehyde). Isolated yield 26.4%. As a reaction SMILES: C([Li])CCC.C[O:7][CH:8](OC)[C:9]1[C:10]([O:16][CH3:17])=[N:11][CH:12]=[C:13](Br)[CH:14]=1.C1C=CC(S(N(S(C2C=CC=CC=2)(=O)=O)[F:30])(=O)=O)=CC=1.Cl.N.C(=O)([O-])[O-].[K+].[K+]>O1CCCC1.[Cl-].[Na+].O.CC(C)=O>[F:30][C:13]1[CH:14]=[C:9]([CH:8]=[O:7])[C:10]([O:16][CH3:17])=[N:11][CH:12]=1 |f:5.6.7,9.10.11|. Reported procedure: 20 ml of tetrahydrofuran was cooled to −78° C., 2.41 ml of n-butyllithium (2.6 M, hexane solution) was added thereto, and the mixture was stirred. A solution of 1.50 g of 5-bromo-2-methoxy-3-pyridinecarboxaldehyde dimethyl acetal dissolved in 5 ml of tetrahydrofuran was added dropwise thereinto. After 25 minutes, a solution of 2.16 g of N-fluorobenzenesulfonimide dissolved in 20 ml of tetrahydrofuran was added dropwise thereinto over 20 minutes and the mixture was further stirred for 55 minutes.... The reactants are CC=1N=CNC1 (4-methyl-1H-imidazole), [H-].[Na+] (sodium hydride), C[Si](C)(C)CCOCCl (SEM-Cl). Solvent: O1CCCC1 (tetrahydrofuran). Run at time 1 hour. Yields the product CC=1N=CN(C1)COCC[Si](C)(C)C (4-Methyl-1-((2-(trimethylsilyl)ethoxy)methyl)-1H-imidazole). Yield: 34.8%. RXN SMILES: [CH3:1][C:2]1[N:3]=[CH:4][NH:5][CH:6]=1.[H-].[Na+].[CH3:9][Si:10]([CH2:13][CH2:14][O:15][CH2:16]Cl)([CH3:12])[CH3:11]>O1CCCC1>[CH3:1][C:2]1[N:3]=[CH:4][N:5]([CH2:16][O:15][CH2:14][CH2:13][Si:10]([CH3:12])([CH3:11])[CH3:9])[CH:6]=1 |f:1.2|. Procedure details: Into a 1-L three neck round-bottom flask, which was purged and maintained with an inert atmosphere of nitrogen, was placed a solution of 4-methyl-1H-imidazole (10 g, 121.8 mmol) in tetrahydrofuran (200 mL). This was followed by the addition of sodium hydride (7.32 g, 182.7 mmol, 60%) in several batches at 0° C. and stirred for 1 h at room temperature. To this was added SEM-Cl (30.5 g, 199.7 mmol) at 0° C. The mixture was stirred for 1 h at room temperature, then carefully quenched with 50 mL of ... Reactants: CCOC(=O)C (EtOAc), FC(C1=CC(=NC=C1)COCC(=O)N1C[C@H](CC1)N)(F)F ((3S)-1-({[4-(trifluoromethyl)pyridin-2-yl]methoxy}acetyl)pyrrolidin-3-amine), OC1(CCC(CC1)=O)C1=NC=C(C=C1)C1=NC=CC=N1 (4-hydroxy-4-(5-pyrimidin-2-ylpyridin-2-yl)cyclohexanone), C(C)(=O)O[BH-](OC(C)=O)OC(C)=O.[Na+] (sodium triacetoxyborohydride). Solvent: CO (methanol), C(C)(C)O (isopropanol). Run at time 8 hour. The product is N1=C(N=CC=C1)C=1C=CC(=NC1)C1(CCC(CC1)N[C@@H]1CN(CC1)C(COCC1=NC=CC(=C1)C(F)(F)F)=O)O (1-(5-Pyrimidin-2-ylpyridin-2-yl)-4-{[(3S)-1-({[4-(trifluoromethyl)pyridin-2-yl]methoxy}acetyl)pyrrolidin-3-yl]amino}cyclohexanol). Reaction SMILES: [F:1][C:2]([F:21])([F:20])[C:3]1[CH:8]=[CH:7][N:6]=[C:5]([CH2:9][O:10][CH2:11][C:12]([N:14]2[CH2:18][CH2:17][C@H:16]([NH2:19])[CH2:15]2)=[O:13])[CH:4]=1.[OH:22][C:23]1([C:30]2[CH:35]=[CH:34][C:33]([C:36]3[N:41]=[CH:40][CH:39]=[CH:38][N:37]=3)=[CH:32][N:31]=2)[CH2:28][CH2:27][C:26](=O)[CH2:25][CH2:24]1.C(O[BH-](OC(=O)C)OC(=O)C)(=O)C.[Na+].CCOC(C)=O>CO.C(O)(C)C>[N:37]1[CH:38]=[CH:39][CH:40]=[N:41][C:36]=1[C:33]1[CH:34]=[CH:35][C:30]([C:23]2([OH:22])[CH2:28][CH2:27][CH:26]([NH:19][C@H:16]3[CH2:17][CH2:18][N:14]([C:12](=[O:13])[CH2:11][O:10][CH2:9][C:5]4[CH:4]=[C:3]([C:2]([F:1])([F:20])[F:21])[CH:8]=[CH:7][N:6]=4)[CH2:15]3)[CH2:25][CH2:24]2)=[N:31][CH:32]=1 |f:2.3|. Procedure details: To a solution of (3S)-1-({[4-(trifluoromethyl)pyridin-2-yl]methoxy}acetyl)pyrrolidin-3-amine (47 mg, 0.15 mmol) and 4-hydroxy-4-(5-pyrimidin-2-ylpyridin-2-yl)cyclohexanone (41 mg, 0.15 mmol) in methanol (2 mL) and isopropanol (2 mL) was added sodium triacetoxyborohydride (36 mg, 0.17 mmol). After being stirred at room temperature overnight, EtOAc was added. The solution was washed with NaHCO3 solution and water, dried (MgSO4) and concentrated. Purification by HPLC provided two isomers of the tit...